The task is: describe an organic reaction: reactants, conditions, products, and yield. This data is from the Open Reaction Database (ORD), a public repository of structured organic reaction records. Reactants: COC(=O)CCCBr, CC(C)(C)OC(=O)N1CCc2ccc(Cl)c(O)c2CC1, C1CCC2=NCCCN2CC1, CCCCCC, CCOC(C)=O, CN(C)C=O. Product: COC(=O)CCCOc1c(Cl)ccc2c1CCN(C(=O)OC(C)(C)C)CC2. RXN SMILES: [Br:1][CH2:2][CH2:3][CH2:4][C:5](=[O:6])[O:7][CH3:8].[C:9]([CH3:10])([CH3:11])([CH3:12])[O:13][C:14](=[O:15])[N:16]1[CH2:17][CH2:18][c:19]2[c:20]([c:23]([OH:28])[c:24]([Cl:27])[cH:25][cH:26]2)[CH2:21][CH2:22]1.[CH2:29]1[CH2:30][CH2:31][C:32]2=[N:37][CH2:36][CH2:35][CH2:34][N:33]2[CH2:38][CH2:39]1.[CH3:45][CH2:46][CH2:47][CH2:48][CH2:49][CH3:50].[CH3:51][CH2:52][O:53][C:54]([CH3:55])=[O:56].[O:40]=[CH:41][N:42]([CH3:43])[CH3:44]>>[CH2:2]([CH2:3][CH2:4][C:5](=[O:6])[O:7][CH3:8])[O:28][c:23]1[c:20]2[c:19]([cH:26][cH:25][c:24]1[Cl:27])[CH2:18][CH2:17][N:16]([C:14]([O:13][C:9]([CH3:10])([CH3:11])[CH3:12])=[O:15])[CH2:22][CH2:21]2.